Dataset: the Open Reaction Database (ORD), a public repository of structured organic reaction records. Task: describe an organic reaction: reactants, conditions, products, and yield Starting materials: COC1=CC=C(CN)C=C1 (p-methoxybenzylamine), ClC1=CC2=C(C(=N1)C)C(=NN2C(C2=CC=CC=C2)(C2=CC=CC=C2)C2=CC=CC=C2)I (6-Chloro-3-iodo-4-methyl-1-trityl-1H-pyrazolo[4,3-c]pyridine), ClC1=CC2=C(C(=N1)C)C(=NN2C(C2=CC=CC=C2)(C2=CC=CC=C2)C2=CC=CC=C2)I (6-Chloro-3-iodo-4-methyl-1-trityl-1H-pyrazolo[4,3-c]pyridine), COC(C)(N(C)C)OC (N, N dimethylacetamide-dimethyl acetal), C(C)(=O)O[BH-](OC(C)=O)OC(C)=O.[Na+] (sodium triacetoxyborohydride). Run in ClCCCl (DCE), CCO (EtOH), CC(=O)O (AcOH), C(C)(=O)O (acetic acid). Reaction conditions: time 6 hour. The product is C(C1=CC=CC=C1)NC(CC1=NC(=CC2=C1C(=NN2C(C2=CC=CC=C2)(C2=CC=CC=C2)C2=CC=CC=C2)I)Cl)C (N-benzyl-1-(6-chloro-3-iodo-1-trityl-1H-pyrazolo[4,3-c]pyridin-4-yl)propan-2-amine). RXN SMILES: [Cl:1][C:2]1[N:7]=[C:6]([CH3:8])[C:5]2[C:9]([I:31])=[N:10][N:11]([C:12]([C:25]3[CH:30]=[CH:29][CH:28]=[CH:27][CH:26]=3)([C:19]3[CH:24]=[CH:23][CH:22]=[CH:21][CH:20]=3)[C:13]3[CH:18]=[CH:17][CH:16]=[CH:15][CH:14]=3)[C:4]=2[CH:3]=1.CO[C:34](OC)([N:36]([CH3:38])C)[CH3:35].CO[C:43]1[CH:50]=[CH:49][C:46](CN)=[CH:45][CH:44]=1.C(O[BH-](OC(=O)C)OC(=O)C)(=O)C.[Na+]>CCO.CC(O)=O.ClCCCl>[CH2:38]([NH:36][CH:34]([CH3:35])[CH2:8][C:6]1[C:5]2[C:9]([I:31])=[N:10][N:11]([C:12]([C:13]3[CH:18]=[CH:17][CH:16]=[CH:15][CH:14]=3)([C:19]3[CH:20]=[CH:21][CH:22]=[CH:23][CH:24]=3)[C:25]3[CH:26]=[CH:27][CH:28]=[CH:29][CH:30]=3)[C:4]=2[CH:3]=[C:2]([Cl:1])[N:7]=1)[C:43]1[CH:50]=[CH:49][CH:46]=[CH:45][CH:44]=1 |f:3.4|. Reported procedure: 6-chloro-3-iodo-trityl-1H-pyrazolo[4.3-c]pyridine (Intermediate 1C, 2 g, 3.73 mmol), N, N dimethylacetamide-dimethyl acetal (DMA-DMA) (4.97 g, 37.3 mmol) were stirred at 125° C. for 12 hrs. Reaction was concentrated and excess DMF-DMA azeotroped with Toluene. The resulting intermediate and p-methoxybenzylamine (2.05 g, 14.9 mmol) were stirred in a 3:1:1 solution of DCE:AcOH:EtOH (20 ml) at 85° C. for 3 hrs. Solvent was removed by vacuum and the residue was taken in DCE (15 ml) followed with addi...